The task is: describe an organic reaction: reactants, conditions, products, and yield. This data is from the Open Reaction Database (ORD), a public repository of structured organic reaction records. The reactants are C1CCOC1, C[Si](C)(C)[N-][Si](C)(C)C, CC(C)Oc1ccc(-c2nc(-c3cccc4c(C=O)cn(C)c34)no2)cc1Cl, COC(=O)CP(=O)(OCC(F)(F)F)OCC(F)(F)F, [Na+], C1COCCOCCOCCOCCOCCO1. The product is COC(=O)C=Cc1cn(C)c2c(-c3noc(-c4ccc(OC(C)C)c(Cl)c4)n3)cccc12. RXN SMILES: [CH2:76]1[O:77][CH2:78][CH2:79][CH2:80]1.[CH3:39][Si:40]([N-:41][Si:42]([CH3:43])([CH3:44])[CH3:45])([CH3:46])[CH3:47].[Cl:48][c:49]1[cH:50][c:51](-[c:59]2[n:60][c:61](-[c:64]3[cH:65][cH:66][cH:67][c:68]4[c:69]([CH:74]=[O:75])[cH:70][n:71]([CH3:73])[c:72]34)[n:62][o:63]2)[cH:52][cH:53][c:54]1[O:55][CH:56]([CH3:57])[CH3:58].[F:1][C:2]([F:3])([F:4])[CH2:5][O:6][P:7]([O:8][CH2:9][C:10]([F:11])([F:12])[F:18])([CH2:13][C:14](=[O:15])[O:16][CH3:17])=[O:19].[Na+:38].[O:20]1[CH2:21][CH2:22][O:23][CH2:24][CH2:25][O:26][CH2:27][CH2:28][O:29][CH2:30][CH2:31][O:32][CH2:33][CH2:34][O:35][CH2:36][CH2:37]1>>[CH:13]([C:14](=[O:15])[O:16][CH3:17])=[CH:74][c:69]1[c:68]2[cH:67][cH:66][cH:65][c:64](-[c:61]3[n:60][c:59](-[c:51]4[cH:50][c:49]([Cl:48])[c:54]([O:55][CH:56]([CH3:57])[CH3:58])[cH:53][cH:52]4)[o:63][n:62]3)[c:72]2[n:71]([CH3:73])[cH:70]1. Reactants: N1CCCC2=CC=CC=C12 (1,2,3,4-tetrahydroquinoline), C(C)OC(COC=1C=C2C(=NC=NC2=CC1OCC(=O)OCC)Cl)=O ((4-chloro-7-ethoxycarbonylmethoxy-quinazolin-6-yloxy)-acetic acid ethyl ester). Yields the product C(C)OC(COC=1C=C2C(=NC=NC2=CC1OCC(=O)OCC)N1CCCC2=CC=CC=C12)=O (4-(3,4-Dihydro-2H-quinolin-1-yl)-7-ethoxycarbonylmethoxy-quinazolin-6-yloxyl-acetic acid ethyl ester). Yield: 19.0%. Reaction SMILES: [NH:1]1[C:10]2[C:5](=[CH:6][CH:7]=[CH:8][CH:9]=2)[CH2:4][CH2:3][CH2:2]1.[CH2:11]([O:13][C:14](=[O:35])[CH2:15][O:16][C:17]1[CH:18]=[C:19]2[C:24](=[CH:25][C:26]=1[O:27][CH2:28][C:29]([O:31][CH2:32][CH3:33])=[O:30])[N:23]=[CH:22][N:21]=[C:20]2Cl)[CH3:12]>>[CH2:11]([O:13][C:14](=[O:35])[CH2:15][O:16][C:17]1[CH:18]=[C:19]2[C:24](=[CH:25][C:26]=1[O:27][CH2:28][C:29]([O:31][CH2:32][CH3:33])=[O:30])[N:23]=[CH:22][N:21]=[C:20]2[N:1]1[C:10]2[C:5](=[CH:6][CH:7]=[CH:8][CH:9]=2)[CH2:4][CH2:3][CH2:2]1)[CH3:12]. Reported procedure: Utilizing a procedure analogous to that described in Example 1, this product was prepared in 19% yield from 1,2,3,4-tetrahydroquinoline and (4-chloro-7-ethoxycarbonylmethoxy-quinazolin-6-yloxy)-acetic acid ethyl ester. (film; LC-MS: 465 (MH+)). Reactants: solution, C(=C)[Mg]Br (vinylmagnesium bromide), Cl (hydrochloric acid), FC1=C(C=C(C=O)C=C1)OC1=CC=CC=C1 (4-fluoro-3-phenoxybenzaldehyde). Solvent: O1CCCC1 (tetrahydrofuran), O1CCCC1 (tetrahydrofuran). Conditions: time 3 hour. Product: FC1=C(C=C(C=C1)C(C=C)O)OC1=CC=CC=C1 (1-(4-fluoro-3- phenoxyphenyl)-2-propen-1-ol). As a reaction SMILES: [CH:1]([Mg]Br)=[CH2:2].[F:5][C:6]1[CH:13]=[CH:12][C:9]([CH:10]=[O:11])=[CH:8][C:7]=1[O:14][C:15]1[CH:20]=[CH:19][CH:18]=[CH:17][CH:16]=1.Cl>O1CCCC1>[F:5][C:6]1[CH:13]=[CH:12][C:9]([CH:10]([OH:11])[CH:1]=[CH2:2])=[CH:8][C:7]=1[O:14][C:15]1[CH:16]=[CH:17][CH:18]=[CH:19][CH:20]=1. Procedure: To a stirred solution of 280 mL (36.5 g, 0.28 mole) of a 1.0 M solution of vinylmagnesium bromide in tetrahydrofuran diluted with 250 mL of dry tetrahydrofuran under a nitrogen atmosphere was slowly added 60 g (0.28 mole) of 4-fluoro-3-phenoxybenzaldehyde. Upon completion of addition the reaction mixture was allowed to cool to room temperature and was stirred for three hours. Aqueous 10% hydrochloric acid was added, and the mixture was then extracted with diethyl ether. The ether extract was sep... Reactants: CC1CCN(CC1)C(=O)OC1=NNC2=CC(=CC=C12)N (6-amino-1H-indazol-3-yl 4-methylpiperidine-1-carboxylate), FC(C1CCN(CC1)C(=O)Cl)(F)F (4-trifluoromethylpiperidine-1-carbonyl chloride). The product is CC1CCN(CC1)C(=O)OC1=NN(C2=CC(=CC=C12)N)C(=O)N1CCC(CC1)C(F)(F)F (6-Amino-1-(4-trifluoromethylpiperidine-1-carbonyl)-1H-indazol-3-yl 4-methyl-piperidine-1-carboxylate). RXN SMILES: [CH3:1][CH:2]1[CH2:7][CH2:6][N:5]([C:8]([O:10][C:11]2[C:19]3[C:14](=[CH:15][C:16]([NH2:20])=[CH:17][CH:18]=3)[NH:13][N:12]=2)=[O:9])[CH2:4][CH2:3]1.[F:21][C:22]([F:33])([F:32])[CH:23]1[CH2:28][CH2:27][N:26]([C:29](Cl)=[O:30])[CH2:25][CH2:24]1>>[CH3:1][CH:2]1[CH2:7][CH2:6][N:5]([C:8]([O:10][C:11]2[C:19]3[C:14](=[CH:15][C:16]([NH2:20])=[CH:17][CH:18]=3)[N:13]([C:29]([N:26]3[CH2:25][CH2:24][CH:23]([C:22]([F:32])([F:21])[F:33])[CH2:28][CH2:27]3)=[O:30])[N:12]=2)=[O:9])[CH2:4][CH2:3]1. Procedure: In analogy to example 12, 35.66 mg (0.13 mmol) of 6-amino-1H-indazol-3-yl 4-methylpiperidine-1-carboxylate were reacted with 33.63 mg (0.16 mmol) of 4-trifluoromethylpiperidine-1-carbonyl chloride. Yield: 10 mg (17%), M+H+: 454.13. The reactants are BrC=1C=CC2=C(C(C(O2)OC(C)=O)(C)C)C1 (5-Bromo-2,3-dihydro-3,3-dimethyl-2-acetoxybenzofuran), cuprous cyanide, CN(C=O)C (dimethylformamide), [C-]#N.[Na+] (sodium cyanide). Solvent: O (water). Reaction conditions: time 3 hour. The product is C(#N)C=1C=CC2=C(C(C(O2)OC(C)=O)(C)C)C1 (5-Cyano-2,3-dihydro-3,3-dimethyl-2-acetoxybenzofuran). As a reaction SMILES: Br[C:2]1[CH:3]=[CH:4][C:5]2[O:9][CH:8]([O:10][C:11](=[O:13])[CH3:12])[C:7]([CH3:15])([CH3:14])[C:6]=2[CH:16]=1.[CH3:17][N:18](C)C=O.[C-]#N.[Na+]>O>[C:17]([C:2]1[CH:3]=[CH:4][C:5]2[O:9][CH:8]([O:10][C:11](=[O:13])[CH3:12])[C:7]([CH3:15])([CH3:14])[C:6]=2[CH:16]=1)#[N:18] |f:2.3|. Reported procedure: The product from stage (a) (4 g), cuprous cyanide (1.8 g) and dimethylformamide (10 ml) were boiled under reflux with stirring for three hours. The mixture was then cooled, and a solution of sodium cyanide (4.5 g) in water (18 ml) was added. After stirring for 1 hour, the product was extracted into ether, the ethereal extract being washed with water (twice), dried over magnesium sulphate, and run down. Recrystallisation of the residue from ethanol gave 1.8 g of pure product, mp 140°-142° C. The reactants are ClC1=CC=2N(C(=N1)SC)C=C(N2)CN(C)C (1-[7-chloro-5-(methylsulphanyl)imidazo[1,2-c]pyrimidin-2-yl]-N,N-dimethylmethanamine), [OH-].[K+] (potassium hydroxide). Yields the product ClC1=CC=2N(C(=N1)O)C=C(N2)CN(C)C (7-Chloro-2-[(dimethylamino)methyl]imidazo[1,2-c]pyrimidin-5-ol). Reaction SMILES: [Cl:1][C:2]1[N:7]=[C:6](SC)[N:5]2[CH:10]=[C:11]([CH2:13][N:14]([CH3:16])[CH3:15])[N:12]=[C:4]2[CH:3]=1.[OH-:17].[K+]>>[Cl:1][C:2]1[N:7]=[C:6]([OH:17])[N:5]2[CH:10]=[C:11]([CH2:13][N:14]([CH3:16])[CH3:15])[N:12]=[C:4]2[CH:3]=1 |f:1.2|. Reported procedure: In analogy to Example 33A, 150 mg (98% of theory) of the product are obtained from 150 mg (0.58 mmol) of 1-[7-chloro-5-(methylsulphanyl)imidazo[1,2-c]pyrimidin-2-yl]-N,N-dimethylmethanamine (Example 97A) by heating in methanolic potassium hydroxide solution. Reactants: CCO, [H][H], COC(=O)c1ccc(C#CCCO)cc1. Product: COC(=O)c1ccc(CCCCO)cc1. As a reaction SMILES: [CH3:18][CH2:19][OH:20].[H:16][H:17].[OH:1][CH2:2][CH2:3][C:4]#[C:5][c:6]1[cH:7][cH:8][c:9]([C:10](=[O:11])[O:12][CH3:13])[cH:14][cH:15]1>>[OH:1][CH2:2][CH2:3][CH2:4][CH2:5][c:6]1[cH:7][cH:8][c:9]([C:10](=[O:11])[O:12][CH3:13])[cH:14][cH:15]1. The reactants are C1(=CC=CC=C1)CCCO (3-phenyl-1-propanol), [H-].[Na+] (sodium hydride), oil, C(C=C)(=O)OC (Methyl acrylate). Solvent: C1CCOC1 (THF). Reaction conditions: time 30 minute. The product is C1(=CC=CC=C1)CCCOCCC(=O)O (3-(3-Phenyl-propoxy)-propionic acid). The yield is 33.0%. Reaction SMILES: [C:1]1([CH2:7][CH2:8][CH2:9][OH:10])[CH:6]=[CH:5][CH:4]=[CH:3][CH:2]=1.[H-].[Na+].[C:13]([O:17]C)(=[O:16])[CH:14]=[CH2:15]>C1COCC1>[C:1]1([CH2:7][CH2:8][CH2:9][O:10][CH2:15][CH2:14][C:13]([OH:17])=[O:16])[CH:6]=[CH:5][CH:4]=[CH:3][CH:2]=1 |f:1.2|. Procedure details: To a stirred solution of 3-phenyl-1-propanol (1.36 g, 10 mmol) in THF (50 mL) at room temperature was added sodium hydride dispersion in oil (60%, 400 mg) portonwise. The cloudy solution warmed sightly and was stirred at room temperature for 30 minutes, and cooled to 0° in an ice-salt bath. Methyl acrylate (1.1 equivalents) was added, the ice bath was removed and stirring was continued for 30 minutes. The mixture was then cautiously treated with water (10 mL) and stirring was continued at room t... The reactants are Cc1c2c(nc3ccccc13)CCNCC2, CS(=O)(=O)Cl, c1ccncc1. Product: Cc1c2c(nc3ccccc13)CCN(S(C)(=O)=O)CC2, Cl. As a reaction SMILES: [CH3:1][c:2]1[c:3]2[c:4]([n:5][c:6]3[cH:7][cH:8][cH:9][cH:10][c:11]13)[CH2:12][CH2:13][NH:14][CH2:15][CH2:16]2.[S:17](=[O:18])(=[O:19])([CH3:20])[Cl:21].[cH:22]1[cH:23][cH:24][n:25][cH:26][cH:27]1>>[CH3:1][c:2]1[c:3]2[c:4]([n:5][c:6]3[cH:7][cH:8][cH:9][cH:10][c:11]13)[CH2:12][CH2:13][N:14]([S:17](=[O:18])(=[O:19])[CH3:20])[CH2:15][CH2:16]2.[ClH:21].